Dataset: the Open Reaction Database (ORD), a public repository of structured organic reaction records. Task: describe an organic reaction: reactants, conditions, products, and yield Starting materials: N1=C(SC2=NC=CC=C21)N=C(SC)SC (Dimethyl thiazolo[5,4-b]pyridin-2-ylcarbonimidodithioate), Cl.Cl.NC[C@@]1(CN2CC[C@H]1C2)O ((3S*,4S*)-3-(aminomethyl)-1-azabicyclo[2.2.1]heptan-3-ol dihydrochloride). Yields the product N1=C(SC2=NC=CC=C21)NC=2O[C@@]1(CN2)CN2CC[C@H]1C2 ((3R*,4S*)—N-(thiazolo[5,4-b]pyridin-2-yl)-4′H-1-azaspiro[bicyclo[2.2.1]heptane-3,5′-oxazol]-2′-amine). The yield is 67.0%. As a reaction SMILES: [N:1]1[C:9]2[C:4](=[N:5][CH:6]=[CH:7][CH:8]=2)[S:3][C:2]=1[N:10]=[C:11](SC)SC.Cl.Cl.[NH2:18][CH2:19][C@@:20]1([OH:27])[C@@H:25]2[CH2:26][N:22]([CH2:23][CH2:24]2)[CH2:21]1>>[N:1]1[C:9]2[C:4](=[N:5][CH:6]=[CH:7][CH:8]=2)[S:3][C:2]=1[NH:10][C:11]1[O:27][C@@:20]2([C@@H:25]3[CH2:26][N:22]([CH2:23][CH2:24]3)[CH2:21]2)[CH2:19][N:18]=1 |f:1.2.3|. Procedure: Dimethyl thiazolo[5,4-b]pyridin-2-ylcarbonimidodithioate and (3S*,4S*)-3-(aminomethyl)-1-azabicyclo[2.2.1]heptan-3-ol dihydrochloride were reacted according to the method of EXAMPLE 4, STEP D to afford (3R*,4S*)—N-(thiazolo[5,4-b]pyridin-2-yl)-4′H-1-azaspiro[bicyclo[2.2.1]heptane-3,5′-oxazol]-2′-amine (87.6 mg, 0.290 mmol, 67% yield). 1H NMR (400 MHz, DMSO-d6) δ ppm 9.16 (br. s., 1H) 8.31 (dd, J=4.77, 1.51 Hz, 1H) 7.90 (dd, J=8.03, 1.51 Hz, 1H) 7.38 (dd, J=8.03, 4.77 Hz, 1H) 4.03 (d, J=10.54 Hz,... Reactants: C, NC(=O)c1cnc(Nc2ccc(N3CCOCC3)cc2)nc1NCc1c(F)cccc1OCc1ccccc1, [H][H], [Pd]. Yields the product NC(=O)c1cnc(Nc2ccc(N3CCOCC3)cc2)nc1NCc1c(O)cccc1F. RXN SMILES: [C:42].[CH2:1]([c:2]1[cH:3][cH:4][cH:5][cH:6][cH:7]1)[O:8][c:9]1[c:10]([CH2:11][NH:12][c:13]2[n:14][c:15]([NH:22][c:23]3[cH:24][cH:25][c:26]([N:29]4[CH2:30][CH2:31][O:32][CH2:33][CH2:34]4)[cH:27][cH:28]3)[n:16][cH:17][c:18]2[C:19](=[O:20])[NH2:21])[c:35]([F:39])[cH:36][cH:37][cH:38]1.[H:40][H:41].[Pd:43]>>[OH:8][c:9]1[c:10]([CH2:11][NH:12][c:13]2[n:14][c:15]([NH:22][c:23]3[cH:24][cH:25][c:26]([N:29]4[CH2:30][CH2:31][O:32][CH2:33][CH2:34]4)[cH:27][cH:28]3)[n:16][cH:17][c:18]2[C:19](=[O:20])[NH2:21])[c:35]([F:39])[cH:36][cH:37][cH:38]1. Reactants: ClC=1C=CC2=C(C(CCCN2S(=O)(=O)C2=CC=C(C=C2)C)=O)C1 (7-Chloro-1-p-toluenesulfonyl-2,3,4,5-tetrahydro-1H-1-benzazepin-5-one), S(O)(O)(=O)=O (sulfuric acid), [OH-].[Na+] (sodium hydroxide), O (water), O (water). Yield: 89.0%. Solvent: C1(=CC=CC=C1)C (toluene). Conditions: temperature 25 celsius, time 2.5 hour. Reaction SMILES: [Cl:1][C:2]1[CH:3]=[CH:4][C:5]2[N:11](S(C3C=CC(C)=CC=3)(=O)=O)[CH2:10][CH2:9][CH2:8][C:7](=[O:22])[C:6]=2[CH:23]=1.S(=O)(=O)(O)O.O.[OH-].[Na+]>C1(C)C=CC=CC=1>[Cl:1][C:2]1[CH:3]=[CH:4][C:5]2[NH:11][CH2:10][CH2:9][CH2:8][C:7](=[O:22])[C:6]=2[CH:23]=1 |f:3.4|. Reported procedure: 7-Chloro-1-p-toluenesulfonyl-2,3,4,5-tetrahydro-1H-1-benzazepin-5-one (5 g) is added to 90% (w/w) sulfuric acid (50 ml), and the mixture is stirred at 0° C. to 10° C. for 2.5 hours. The reaction mixture is added to a cool water (50 mL) and then is neutralized by gradually adding thereto a solution of sodium hydroxide (75 g) in an appropriate amount of water with attention to exothermal reaction. The reaction mixture is cooled to 25° C., and the resulting yellowish green suspension is extracted w... Product: ClC=1C=CC2=C(C(CCCN2)=O)C1 (7-chloro-2,3,4,5-tetrahydro-1H-1-benzazepin-5-one). The reactants are CC(C)(C)OC(=O)N1CCN(CCOc2ccc3c(c2)cc(-c2nn(C(=O)OC(C)(C)C)c4ccc(OCc5ccccc5)cc24)n3C(=O)OC(C)(C)C)CC1, CCO, O=C[O-], [NH4+], [Pd]. The product is CC(C)(C)OC(=O)N1CCN(CCOc2ccc3c(c2)cc(-c2nn(C(=O)OC(C)(C)C)c4ccc(O)cc24)n3C(=O)OC(C)(C)C)CC1. As a reaction SMILES: [C:1]([CH3:2])([CH3:3])([CH3:4])[O:5][C:6](=[O:7])[n:8]1[n:9][c:10](-[c:25]2[n:26]([C:50](=[O:51])[O:52][C:53]([CH3:54])([CH3:55])[CH3:56])[c:27]3[cH:28][cH:29][c:30]([O:34][CH2:35][CH2:36][N:37]4[CH2:38][CH2:39][N:40]([C:43](=[O:44])[O:45][C:46]([CH3:47])([CH3:48])[CH3:49])[CH2:41][CH2:42]4)[cH:31][c:32]3[cH:33]2)[c:11]2[cH:12][c:13]([O:17][CH2:18][c:19]3[cH:20][cH:21][cH:22][cH:23][cH:24]3)[cH:14][cH:15][c:16]12.[CH3:61][CH2:62][OH:63].[CH:57]([O-:58])=[O:59].[NH4+:60].[Pd:64]>>[C:1]([CH3:2])([CH3:3])([CH3:4])[O:5][C:6](=[O:7])[n:8]1[n:9][c:10](-[c:25]2[n:26]([C:50](=[O:51])[O:52][C:53]([CH3:54])([CH3:55])[CH3:56])[c:27]3[cH:28][cH:29][c:30]([O:34][CH2:35][CH2:36][N:37]4[CH2:38][CH2:39][N:40]([C:43](=[O:44])[O:45][C:46]([CH3:47])([CH3:48])[CH3:49])[CH2:41][CH2:42]4)[cH:31][c:32]3[cH:33]2)[c:11]2[cH:12][c:13]([OH:17])[cH:14][cH:15][c:16]12. Starting materials: C(=O)(OC(C)(C)C)N1CC(CCC1)=O (1-Boc-3-piperidinone), [N+](=O)([O-])C=1C=C(N)C=CC1 (3-nitroaniline), C(C)(=O)O[BH-](OC(C)=O)OC(C)=O.[Na+] (sodium triacetoxyborohydride), C(O)([O-])=O.[Na+] (sodium hydrogencarbonate). Run in C(Cl)Cl (methylene chloride), C(C)(=O)O (acetic acid), C(C)(=O)OCC (ethyl acetate). Run at time 15 hour. Product: [N+](=O)([O-])C=1C=C(C=CC1)NC1CN(CCC1)C(=O)OC(C)(C)C (tert-butyl 3-((3-nitrophenyl)amino)piperidine-1-carboxylate). Yield: 55.5%. Reaction SMILES: [C:1]([N:8]1[CH2:13][CH2:12][CH2:11][C:10](=O)[CH2:9]1)([O:3][C:4]([CH3:7])([CH3:6])[CH3:5])=[O:2].[N+:15]([C:18]1[CH:19]=[C:20]([CH:22]=[CH:23][CH:24]=1)[NH2:21])([O-:17])=[O:16].C(O[BH-](OC(=O)C)OC(=O)C)(=O)C.[Na+].C(=O)([O-])O.[Na+]>C(Cl)Cl.C(OCC)(=O)C.C(O)(=O)C>[N+:15]([C:18]1[CH:19]=[C:20]([NH:21][CH:10]2[CH2:11][CH2:12][CH2:13][N:8]([C:1]([O:3][C:4]([CH3:7])([CH3:6])[CH3:5])=[O:2])[CH2:9]2)[CH:22]=[CH:23][CH:24]=1)([O-:17])=[O:16] |f:2.3,4.5|. Procedure details: To a solution of 1-Boc-3-piperidinone (256 mg) and 3-nitroaniline (190 mg) in methylene chloride (7 mL), sodium triacetoxyborohydride (438 mg) and acetic acid (80 μL) were added at room temperature, and the mixture was stirred at the same temperature for 15 hours. To the reaction mixture, ethyl acetate and saturated aqueous sodium hydrogencarbonate were added. The organic layer was separated, washed with saturated aqueous sodium chloride, and then dried over anhydrous sodium sulfate, and the sol... Starting materials: NC1CCN(CC1)CCCC(=O)C1=CC=C(C=C1)F (4-amino-1-(4-[4-fluorophenyl]-4-oxobutyl)piperidine), O1C(=CC=C1)C(=O)N=C=O (2-furoyl isocyanate). Product: FC1=CC=C(C=C1)C(CCCN1CCC(CC1)NC(=O)NC(=O)C=1OC=CC1)=O (1-{1-(4-[4-Fluorophenyl]-4-oxobutyl)piperid-4-yl}-3-[2-furoyl]urea). As a reaction SMILES: [NH2:1][CH:2]1[CH2:7][CH2:6][N:5]([CH2:8][CH2:9][CH2:10][C:11]([C:13]2[CH:18]=[CH:17][C:16]([F:19])=[CH:15][CH:14]=2)=[O:12])[CH2:4][CH2:3]1.[O:20]1[CH:24]=[CH:23][CH:22]=[C:21]1[C:25]([N:27]=[C:28]=[O:29])=[O:26]>>[F:19][C:16]1[CH:17]=[CH:18][C:13]([C:11](=[O:12])[CH2:10][CH2:9][CH2:8][N:5]2[CH2:6][CH2:7][CH:2]([NH:1][C:28]([NH:27][C:25]([C:21]3[O:20][CH:24]=[CH:23][CH:22]=3)=[O:26])=[O:29])[CH2:3][CH2:4]2)=[CH:14][CH:15]=1. Reported procedure: Using a procedure analogous to Example 1, 4-amino-1-(4-[4-fluorophenyl]-4-oxobutyl)piperidine is reacted with 2-furoyl isocyanate to give the title compound.